Dataset: the Open Reaction Database (ORD), a public repository of structured organic reaction records. Task: describe an organic reaction: reactants, conditions, products, and yield Product: C(C)OC(COC1=CC=C(C=C1)C(C1=CC=CC=C1)=O)=O (ethyl-(4-benzoyl-phenoxy)acetate). Conditions: time 3 hour. Reaction SMILES: C(C1C=CC=CC=1)(=O)C.C(C1C=CC=CC=1)(=O)C1C=CC=CC=1.[OH:24][C:25]1[CH:38]=[CH:37][C:28]([C:29]([C:31]2[CH:36]=[CH:35][CH:34]=[CH:33][CH:32]=2)=[O:30])=[CH:27][CH:26]=1.Br[CH2:40][C:41]([O:43][CH2:44][CH3:45])=[O:42].C(=O)([O-])[O-].[K+].[K+]>CC(=O)CC>[CH2:44]([O:43][C:41](=[O:42])[CH2:40][O:24][C:25]1[CH:26]=[CH:27][C:28]([C:29](=[O:30])[C:31]2[CH:36]=[CH:35][CH:34]=[CH:33][CH:32]=2)=[CH:37][CH:38]=1)[CH3:45] |f:4.5.6|. Starting materials: OC1=CC=C(C(=O)C2=CC=CC=C2)C=C1 (4-hydroxybenzophenone), BrCC(=O)OCC (ethyl bromoacetate), C([O-])([O-])=O.[K+].[K+] (potassium carbonate), C(C)(=O)C1=CC=CC=C1 (acetophenone), C(C1=CC=CC=C1)(=O)C1=CC=CC=C1 (benzophenone). Procedure details: This molecule is an important precursor for the synthesis of the multifunctional acetophenone and benzophenone crosslinking agents disclosed in this application. The ethyl-(4-benzoyl-phenoxy)acetate was prepared by refluxing a mixture of 100.0 grams (0.51 moles) 4-hydroxybenzophenone, 85.2 grams (0.51 moles) ethyl bromoacetate and 800 ml of 2-butanone (MEK) in the presence of an excess of potassium carbonate (209 grams or 1.5 moles). After three hours, the carbonate was filtered off and the MEK ... Run in CC(CC)=O (2-butanone). The reactants are [Na] (sodium), N(N)C1=NC=CC=C1 (2-hydrazinopyridine), C(C=CC1=CC=CC=C1)#N (cinnamonitrile). Solvent: C(C)O (ethanol). The product is NC1=NN(C(C1)C1=CC=CC=C1)C1=NC=CC=C1 (2-(3-Amino-5-phenyl-2-pyrazolin-1-yl)pyridine). As a reaction SMILES: [Na].[NH:2]([C:4]1[CH:9]=[CH:8][CH:7]=[CH:6][N:5]=1)[NH2:3].[C:10](#[N:19])[CH:11]=[CH:12][C:13]1[CH:18]=[CH:17][CH:16]=[CH:15][CH:14]=1>C(O)C>[NH2:19][C:10]1[CH2:11][CH:12]([C:13]2[CH:18]=[CH:17][CH:16]=[CH:15][CH:14]=2)[N:2]([C:4]2[CH:9]=[CH:8][CH:7]=[CH:6][N:5]=2)[N:3]=1 |^1:0|. Procedure details: A 1.02 g. amount of sodium metal is dissolved in 250 ml. of absolute ethanol, then 21.82 g. of 2-hydrazinopyridine is added, followed by 25.8 g. of cinnamonitrile. The reaction mixture is refluxed for 16 hours, then the solvent is removed in vacuo. Water is added and the solid is collected by filtration. The solid is recrystallized from 3A ethanol to yield 20.32 g. of the desired product as yellow crystals, m.p. 203°-206° C.